Task: describe an organic reaction: reactants, conditions, products, and yield. Dataset: the Open Reaction Database (ORD), a public repository of structured organic reaction records The reactants are S([O-])(O)=O.[Na+] (sodium bisulfite), [N+](=O)([O-])C1=CC=C(C(=O)OCC2CC=CC2)C=C1 (cyclopent-3-en-1-ylmethyl 4-nitrobenzoate), C[N+]1(CCOCC1)[O-] (4-methylmorpholine N-oxide), C(CCC)O (butanol), CC(=O)C (acetone). Reagents/catalysts: [Os](=O)(=O)(=O)=O (Osmium tetroxide). Solvent: O (water). Run at time 16 hour. The product is [N+](=O)([O-])C1=CC=C(C(=O)OCC2CC(C(C2)O)O)C=C1 ((3,4-dihydroxycyclopentyl)methyl 4-nitrobenzoate). As a reaction SMILES: [N+:1]([C:4]1[CH:18]=[CH:17][C:7]([C:8]([O:10][CH2:11][CH:12]2CC=C[CH2:13]2)=[O:9])=[CH:6][CH:5]=1)([O-:3])=[O:2].C[N+]1([O-])CC[O:23]CC1.C(O)CCC.S(=O)(O)[O-].[Na+].[CH3:37][C:38]([CH3:40])=[O:39]>[Os](=O)(=O)(=O)=O.O>[N+:1]([C:4]1[CH:18]=[CH:17][C:7]([C:8]([O:10][CH2:11][CH:12]2[CH2:40][CH:38]([OH:39])[CH:37]([OH:23])[CH2:13]2)=[O:9])=[CH:6][CH:5]=1)([O-:3])=[O:2] |f:3.4|. Procedure: Osmium tetroxide (235 μL, 0.75 mmol) was added to a solution of cyclopent-3-en-1-ylmethyl 4-nitrobenzoate (3.70 g, 15.0 mmol) and 4-methylmorpholine N-oxide (1.93 g, 16.5 mmol) in tent-butanol (6.7 mL)/water (40 mL)/acetone (13.3 mL). The solution was stirred at room temperature for 16 hours. Aqueous sodium bisulfite solution was added, and the solution was stirred for 30 min. The solution was then extracted with ethyl acetate, and the combined organic layers were dried (magnesium sulfate), filt... Starting materials: C(Cl)Cl (CH2Cl2), ClCCCN1CC2C(C1)CCC2 (2-(3-chloropropyl)octahydrocyclopenta[c]pyrrole), C(=O)([O-])[O-].[K+].[K+] (K2CO3), ClC=1C=C(C=CC1F)NC1=NC=NC2=CC(=C(C=C12)O)OC (4-((3-chloro-4-fluorophenyl)amino)-7-methoxyquinazolin-6-ol). The reagents and catalysts are [I-].C(CCC)[N+](CCCC)(CCCC)CCCC (tetrabutylammonium iodide). The solvent is CN(C)C=O (DMF). Reaction conditions: temperature 90 celsius, time 12 hour. Yields the product ClC=1C=C(C=CC1F)NC1=NC=NC2=CC(=C(C=C12)OCCCN1CC2C(C1)CCC2)OC (N-(3-chloro-4-fluorophenyl)-6-(3-(hexahydrocyclopenta[c]pyrrol-2(1H)-yl)propoxy)-7-methoxyquinazolin-4-amine). The yield is 53.3%. Reaction SMILES: Cl[CH2:2][CH2:3][CH2:4][N:5]1[CH2:9][CH:8]2[CH2:10][CH2:11][CH2:12][CH:7]2[CH2:6]1.C([O-])([O-])=O.[K+].[K+].[Cl:19][C:20]1[CH:21]=[C:22]([NH:27][C:28]2[C:37]3[C:32](=[CH:33][C:34]([O:39][CH3:40])=[C:35]([OH:38])[CH:36]=3)[N:31]=[CH:30][N:29]=2)[CH:23]=[CH:24][C:25]=1[F:26].C(Cl)Cl>CN(C=O)C.[I-].C([N+](CCCC)(CCCC)CCCC)CCC>[Cl:19][C:20]1[CH:21]=[C:22]([NH:27][C:28]2[C:37]3[C:32](=[CH:33][C:34]([O:39][CH3:40])=[C:35]([O:38][CH2:2][CH2:3][CH2:4][N:5]4[CH2:9][CH:8]5[CH2:10][CH2:11][CH2:12][CH:7]5[CH2:6]4)[CH:36]=3)[N:31]=[CH:30][N:29]=2)[CH:23]=[CH:24][C:25]=1[F:26] |f:1.2.3,7.8|. Procedure details: To a solution of 2-(3-chloropropyl)octahydrocyclopenta[c]pyrrole (2.00 g, 1.2 eq) in DMF (15 mL) was added K2CO3 (2.46 g, 2.0 eq), 4-((3-chloro-4-fluorophenyl)amino)-7-methoxyquinazolin-6-ol (2.84 g, 1.0 eq) and tetrabutylammonium iodide (0.1 eq). The reaction mixture was stirred at 90° C. for 12 h under N2, and 100 mL of CH2Cl2 was added. The mixture was washed with water followed by brine. The mixture was dried over anhydrous Na2SO4 and concentrated in vacuo. The residue was chromatographed wi... The reactants are CC(C)N(Cc1cc(C(=O)Oc2ccc(CC(=O)OCc3ccccc3)cc2)cc2c1OC(C)(C)CC2(C)C)C1CC1, CCOC(C)=O, [H][H]. Product: CC(C)N(Cc1cc(C(=O)Oc2ccc(CC(=O)O)cc2)cc2c1OC(C)(C)CC2(C)C)C1CC1. As a reaction SMILES: [CH2:1]([c:2]1[cH:3][cH:4][cH:5][cH:6][cH:7]1)[O:8][C:9](=[O:10])[CH2:11][c:12]1[cH:13][cH:14][c:15]([O:18][C:19](=[O:20])[c:21]2[cH:22][c:23]3[c:28]([c:29]([CH2:31][N:32]([CH:33]([CH3:34])[CH3:35])[CH:36]4[CH2:37][CH2:38]4)[cH:30]2)[O:27][C:26]([CH3:39])([CH3:40])[CH2:25][C:24]3([CH3:41])[CH3:42])[cH:16][cH:17]1.[CH3:45][CH2:46][O:47][C:48](=[O:49])[CH3:50].[H:43][H:44]>>[O:8]=[C:9]([OH:10])[CH2:11][c:12]1[cH:13][cH:14][c:15]([O:18][C:19](=[O:20])[c:21]2[cH:22][c:23]3[c:28]([c:29]([CH2:31][N:32]([CH:33]([CH3:34])[CH3:35])[CH:36]4[CH2:37][CH2:38]4)[cH:30]2)[O:27][C:26]([CH3:39])([CH3:40])[CH2:25][C:24]3([CH3:41])[CH3:42])[cH:16][cH:17]1. Reactants: S(=O)(O)[O-].[Na+] (sodium hydrogensulfite), C(C)(C)(C)OC(=O)N[C@H](C=O)CC1=CC=CC=C1 ((2S)-2-(tert-butoxycarbonyl)amino-3-phenylpropanal), [C-]#N.[K+] (potassium cyanide), C(C)(=O)OCC (Ethyl acetate). Run in O (water), O (water), O (water). Run at time 8 hour. The product is C(C)(C)(C)OC(=O)N[C@H](C(C#N)O)CC1=CC=CC=C1 ((2RS,3S)-3-(tert-Butoxycarbonyl)amino-2-hydroxy-4-phenylbutanenitrile). RXN SMILES: S([O-])(O)=O.[Na+].[C:6]([O:10][C:11]([NH:13][C@@H:14]([CH2:17][C:18]1[CH:23]=[CH:22][CH:21]=[CH:20][CH:19]=1)[CH:15]=[O:16])=[O:12])([CH3:9])([CH3:8])[CH3:7].C(OCC)(=O)C.[C-:30]#[N:31].[K+]>O>[C:6]([O:10][C:11]([NH:13][C@@H:14]([CH2:17][C:18]1[CH:19]=[CH:20][CH:21]=[CH:22][CH:23]=1)[CH:15]([OH:16])[C:30]#[N:31])=[O:12])([CH3:9])([CH3:7])[CH3:8] |f:0.1,4.5|. Procedure details: A solution of sodium hydrogensulfite (0.92 g) in water (5 ml) is added to a suspension of (2S)-2-(tert-butoxycarbonyl)amino-3-phenylpropanal (2.00 g, Reference compound No. 2-1) in water (20 ml) under ice cooling, then the temperature is raised to room temperature, and the mixture is stirred overnight. Ethyl acetate (100 ml) is added to the mixture, and the whole is stirred for one hour. Then, a solution of potassium cyanide (0.58 g) in water (5 ml) is added thereto, and the whole is further sti... Reactants: O (Water), Cl (HCl), C1(C=2C(C(N1)=O)=CC=CC2)=O.[K] (Potassium phthalimide), COC1=C(CBr)C=C(C=C1)[N+](=O)[O-] (2-methoxy-5-nitrobenzyl bromide). Run in CN(C=O)C (dimethylformamide), C(C)(=O)OCC (ethyl acetate). Conditions: time 10 minute. The product is COC1=C(C=C(C=C1)[N+](=O)[O-])CN1C(C=2C(C1=O)=CC=CC2)=O (N-(2-methoxy-5-nitrophenylmethyl)phthalimide). Isolated yield 93.6%. Reaction SMILES: [C:1]1(=[O:11])[NH:5][C:4](=[O:6])[C:3]2=[CH:7][CH:8]=[CH:9][CH:10]=[C:2]12.[K].[CH3:13][O:14][C:15]1[CH:22]=[CH:21][C:20]([N+:23]([O-:25])=[O:24])=[CH:19][C:16]=1[CH2:17]Br.O.Cl>CN(C)C=O.C(OCC)(=O)C>[CH3:13][O:14][C:15]1[CH:22]=[CH:21][C:20]([N+:23]([O-:25])=[O:24])=[CH:19][C:16]=1[CH2:17][N:5]1[C:1](=[O:11])[C:2]2=[CH:10][CH:9]=[CH:8][CH:7]=[C:3]2[C:4]1=[O:6] |f:0.1,^1:11|. Procedure: Potassium phthalimide (836 mg) was added to a solution of 2-methoxy-5-nitrobenzyl bromide (1.01 g) in dimethylformamide (41 ml) and stirred at room temperature for 10 minutes. Water and 2 N HCl were added to the reaction mixture and extraction was performed with ethyl acetate; then, the organic layer was washed successively with a saturated aqueous sodium bicarbonate solution and a saturated aqueous sodium chloride solution, dried with anhydrous sodium sulfate and concentrated under reduced pres... The reactants are C(C=C)C12C3C(C(C=C1)C2)C(=O)OC3=O (allylbicylo[2.2.1]hept-5-ene-2,3-dicarboxylic acid anhydride), NC1=CC=C(C=C1)O (4-aminophenol), O (water). Run in C1(=CC=CC=C1)C (toluene). The product is OC1=CC=C(C=C1)N=C(O)C1C2(C=CC(C1C(=O)O)C2)CC=C (Allylbicyclo[2.2.1]hept-5-ene-2,3-dicarboxylic acid N-(4'-hydroxyphenyl)imide). Reaction SMILES: [CH2:1]([C:4]12[CH2:10][CH:7]([CH:8]=[CH:9]1)[CH:6]1[C:11]([O:13][C:14](=[O:15])[CH:5]21)=[O:12])[CH:2]=[CH2:3].[NH2:16][C:17]1[CH:22]=[CH:21][C:20]([OH:23])=[CH:19][CH:18]=1.O>C1(C)C=CC=CC=1>[OH:23][C:20]1[CH:21]=[CH:22][C:17]([N:16]=[C:14]([CH:5]2[CH:6]([C:11]([OH:13])=[O:12])[CH:7]3[CH2:10][C:4]2([CH2:1][CH:2]=[CH2:3])[CH:9]=[CH:8]3)[OH:15])=[CH:18][CH:19]=1. Reported procedure: A solution of 101 g of allylbicylo[2.2.1]hept-5-ene-2,3-dicarboxylic acid anhydride and 54.5 g of 4-aminophenol in 155 g of toluene is heated to boiling point, and the water formed during imidation is separated in a Hahn stillhead. Reactants: [Br-], CC(C)(C)N, O=c1cc(-c2ccc(OCc3ccccc3)c(OCc3ccccc3)c2)oc2ccc(OCC3CO3)cc12, CO, [K+]. Yields the product CC(C)(C)NCC(O)COc1ccc2oc(-c3ccc(OCc4ccccc4)c(OCc4ccccc4)c3)cc(=O)c2c1. Reaction SMILES: [Br-:44].[C:39]([CH3:40])([CH3:41])([CH3:42])[NH2:43].[CH2:1]([c:2]1[cH:3][cH:4][cH:5][cH:6][cH:7]1)[O:8][c:9]1[cH:10][c:11](-[c:12]2[o:13][c:14]3[cH:15][cH:16][c:17]([O:23][CH2:24][CH:25]4[CH2:26][O:27]4)[cH:18][c:19]3[c:20](=[O:22])[cH:21]2)[cH:28][cH:29][c:30]1[O:31][CH2:32][c:33]1[cH:34][cH:35][cH:36][cH:37][cH:38]1.[CH3:46][OH:47].[K+:45]>>[CH2:1]([c:2]1[cH:3][cH:4][cH:5][cH:6][cH:7]1)[O:8][c:9]1[cH:10][c:11](-[c:12]2[o:13][c:14]3[cH:15][cH:16][c:17]([O:23][CH2:24][CH:25]([CH2:26][NH:43][C:39]([CH3:40])([CH3:41])[CH3:42])[OH:27])[cH:18][c:19]3[c:20](=[O:22])[cH:21]2)[cH:28][cH:29][c:30]1[O:31][CH2:32][c:33]1[cH:34][cH:35][cH:36][cH:37][cH:38]1. Starting materials: CI, CN(C)C=O, OCC1Cc2cc(F)ccc2O1, [H-], [Na+], O. Yields the product COCC1Cc2cc(F)ccc2O1. As a reaction SMILES: [CH3:15][I:16].[CH3:17][N:18]([CH3:19])[CH:20]=[O:21].[F:1][c:2]1[cH:3][cH:4][c:5]2[c:6]([cH:12]1)[CH2:7][CH:8]([CH2:10][OH:11])[O:9]2.[H-:14].[Na+:13].[OH2:22]>>[F:1][c:2]1[cH:3][cH:4][c:5]2[c:6]([cH:12]1)[CH2:7][CH:8]([CH2:10][O:11][CH3:15])[O:9]2.